From a dataset of the Open Reaction Database (ORD), a public repository of structured organic reaction records. describe an organic reaction: reactants, conditions, products, and yield Starting materials: Cc1cc(Br)cc(C)c1N, Cc1ccccc1, Cl, N#C[Cu]C#N, O=N[O-], [Na+], [Na+], [Na+], N#C[Na], O=C([O-])[O-], O. Yields the product Cc1cc(Br)cc(C)c1C#N. Reaction SMILES: [Br:1][c:2]1[cH:3][c:4]([CH3:10])[c:5]([NH2:9])[c:6]([CH3:8])[cH:7]1.[CH3:31][c:32]1[cH:33][cH:34][cH:35][cH:36][cH:37]1.[ClH:29].[Cu:15]([C:16]#[N:17])[C:18]#[N:19].[N:11]([O-:12])=[O:13].[Na+:14].[Na+:23].[Na+:24].[Na:20][C:21]#[N:22].[O-:25][C:26](=[O:27])[O-:28].[OH2:30]>>[Br:1][c:2]1[cH:3][c:4]([CH3:10])[c:5]([C:16]#[N:17])[c:6]([CH3:8])[cH:7]1. Reactants: N1C=NC2=C1C=C(C=C2)C2=NN=C(O2)S (5-(1H-benzo[d]imidazol-6-yl)-1,3,4-oxadiazole-2-thiol), TEA, C1(=CC=CC2=CC=CC=C12)CBr (naphtylmethylbromide), CCO (EtOH). The product is C1=C(C=CC2=CC=CC=C12)CSC1=NN=C(O1)C1=CC2=C(NC=N2)C=C1 (5-(5-((Naphthalen-2-yl)methylthio)-1,3,4-oxadiazol-2-yl)-1H-benzo[d]imidazole). As a reaction SMILES: [NH:1]1[C:5]2[CH:6]=[C:7]([C:10]3[O:14][C:13]([SH:15])=[N:12][N:11]=3)[CH:8]=[CH:9][C:4]=2[N:3]=[CH:2]1.[C:16]1(CBr)[C:25]2[C:20](=[CH:21][CH:22]=[CH:23][CH:24]=2)[CH:19]=[CH:18][CH:17]=1.[CH3:28]CO>>[CH:24]1[C:25]2[C:20](=[CH:19][CH:18]=[CH:17][CH:16]=2)[CH:21]=[CH:22][C:23]=1[CH2:28][S:15][C:13]1[O:14][C:10]([C:7]2[CH:8]=[CH:9][C:4]3[NH:3][CH:2]=[N:1][C:5]=3[CH:6]=2)=[N:11][N:12]=1. Reported procedure: 1 (0.33 g, 1.5 mmol), TEA (0.209 mL, 1.5 mmol) and naphtylmethylbromide (0.332 g, 1.5 mmol) were dissolved in 10 mL of EtOH and kept under reflux overnight. The solvent was removed and the remaining oil was purified by flash-chromatography on silica gel, applying a CHCl3/MeOH gradient. The reactants are CCN(CC)CCOc1ccc(N)cc1, CN1C(=O)N(c2ccc(Cl)cc2Cl)Cc2cnc(S(C)(=O)=O)nc21. The product is CCN(CC)CCOc1ccc(Nc2ncc3c(n2)N(C)C(=O)N(c2ccc(Cl)cc2Cl)C3)cc1. As a reaction SMILES: [CH2:25]([CH3:26])[N:27]([CH2:28][CH2:29][O:30][c:31]1[cH:32][cH:33][c:34]([NH2:35])[cH:36][cH:37]1)[CH2:38][CH3:39].[Cl:1][c:2]1[c:3]([N:9]2[C:10](=[O:24])[N:11]([CH3:23])[c:12]3[n:13][c:14]([S:19]([CH3:20])(=[O:21])=[O:22])[n:15][cH:16][c:17]3[CH2:18]2)[cH:4][cH:5][c:6]([Cl:8])[cH:7]1>>[Cl:1][c:2]1[c:3]([N:9]2[C:10](=[O:24])[N:11]([CH3:23])[c:12]3[n:13][c:14]([NH:35][c:34]4[cH:33][cH:32][c:31]([O:30][CH2:29][CH2:28][N:27]([CH2:25][CH3:26])[CH2:38][CH3:39])[cH:37][cH:36]4)[n:15][cH:16][c:17]3[CH2:18]2)[cH:4][cH:5][c:6]([Cl:8])[cH:7]1. The reactants are C, Cc1cc([N+](=O)[O-])c(C(=O)OC(C)C)cc1Oc1ccc(OC(F)(F)F)cc1, CO, [Pd]. Product: Cc1cc(N)c(C(=O)OC(C)C)cc1Oc1ccc(OC(F)(F)F)cc1. Reaction SMILES: [C:29].[CH3:1][c:2]1[cH:3][c:4]([N+:26]([O-:27])=[O:28])[c:5]([C:6](=[O:7])[O:8][CH:9]([CH3:10])[CH3:11])[cH:12][c:13]1[O:14][c:15]1[cH:16][cH:17][c:18]([O:21][C:22]([F:23])([F:24])[F:25])[cH:19][cH:20]1.[CH3:31][OH:32].[Pd:30]>>[CH3:1][c:2]1[cH:3][c:4]([NH2:26])[c:5]([C:6](=[O:7])[O:8][CH:9]([CH3:10])[CH3:11])[cH:12][c:13]1[O:14][c:15]1[cH:16][cH:17][c:18]([O:21][C:22]([F:23])([F:24])[F:25])[cH:19][cH:20]1. Starting materials: [Li+].CC(C)[N-]C(C)C (LDA), ClCCO (2-chloro-ethanol), FC1=C(C=CC(=C1)F)[N+](=O)[O-] (2,4-difluoronitrobenzene). The solvent is O (water), C1CCOC1 (THF). Run at temperature 0 celsius, time 15 minute. Yields the product ClCCOC1=C(C=CC(=C1)F)[N+](=O)[O-] (2-(2-Chloro-ethoxy)-4-fluoro-1-nitro-benzene). Isolated yield 91.0%. RXN SMILES: [Cl:1][CH2:2][CH2:3][OH:4].[Li+].CC([N-]C(C)C)C.F[C:14]1[CH:19]=[C:18]([F:20])[CH:17]=[CH:16][C:15]=1[N+:21]([O-:23])=[O:22]>C1COCC1.O>[Cl:1][CH2:2][CH2:3][O:4][C:14]1[CH:19]=[C:18]([F:20])[CH:17]=[CH:16][C:15]=1[N+:21]([O-:23])=[O:22] |f:1.2|. Procedure: In a round bottom flask under nitrogen, 2-chloro-ethanol (8.3 mL, 120 mmoles) in THF (40 mL) was cooled to 0° C. LDA (60 mL, 120 mmoles) was added dropwise, while maintaining the temperature constant at 0° C. The mixture was stirred at this temperature for 15 minutes, followed by the addition of 2,4-difluoronitrobenzene (11 mL, 100 mmoles). The mixture was stirred at room temperature overnight. Reaction mixture was diluted with water, extracted with EtOAc, washed with brine (1×), dried over Na2S...